Dataset: the Open Reaction Database (ORD), a public repository of structured organic reaction records. Task: describe an organic reaction: reactants, conditions, products, and yield Reactants: compounds 67, BrC1=CC=C(C=C1)S(=O)(=O)N(CCN1CCOCC1)C (4-bromo-N-methyl-N-(2-morpholin-4-yl-ethyl)-benzenesulfonamide), ClC1=C(C=C(C=C1)OC)C1=CC2=C(N=C(N=N2)NC2=CC=C(C=C2)S(=O)(=O)N(CCN2CCOCC2)C)C(=C1)C (4-[7-(2-chloro-5-methoxy-phenyl)-5-methyl-benzo[1,2,4]triazin-3-ylamino]-N-methyl-N-(2-morpholin-4-yl-ethyl)-benzenesulfonamide). Product: ClC1=C(C=C(C=C1)O)C1=CC2=C(N=C(N=N2)NC2=CC=C(C=C2)S(=O)(=O)N(CCN2CCOCC2)C)C(=C1)C (4-[7-(2-chloro-5-hydroxy-phenyl)-5-methyl-benzo[1,2,4]triazin-3-ylamino]-N-methyl-N-(2-morpholin-4-yl-ethyl)-benzenesulfonamide). Reaction SMILES: BrC1C=CC(S(N(C)CCN2CCOCC2)(=O)=O)=CC=1.[Cl:21][C:22]1[CH:27]=[CH:26][C:25]([O:28]C)=[CH:24][C:23]=1[C:30]1[CH:59]=[C:58]([CH3:60])[C:33]2[N:34]=[C:35]([NH:38][C:39]3[CH:44]=[CH:43][C:42]([S:45]([N:48]([CH3:57])[CH2:49][CH2:50][N:51]4[CH2:56][CH2:55][O:54][CH2:53][CH2:52]4)(=[O:47])=[O:46])=[CH:41][CH:40]=3)[N:36]=[N:37][C:32]=2[CH:31]=1>>[Cl:21][C:22]1[CH:27]=[CH:26][C:25]([OH:28])=[CH:24][C:23]=1[C:30]1[CH:59]=[C:58]([CH3:60])[C:33]2[N:34]=[C:35]([NH:38][C:39]3[CH:40]=[CH:41][C:42]([S:45]([N:48]([CH3:57])[CH2:49][CH2:50][N:51]4[CH2:56][CH2:55][O:54][CH2:53][CH2:52]4)(=[O:46])=[O:47])=[CH:43][CH:44]=3)[N:36]=[N:37][C:32]=2[CH:31]=1. Procedure details: To synthesize the title compound (CLXXII), intermediate compounds 67 (4-bromo-N-methyl-benzenesulfonamide), 68 (4-bromo-N-methyl-N-(2-morpholin-4-yl-ethyl)-benzenesulfonamide) and 69 (4-[7-(2-chloro-5-methoxy-phenyl)-5-methyl-benzo[1,2,4]triazin-3-ylamino]-N-methyl-N-(2-morpholin-4-yl-ethyl)-benzenesulfonamide) shown below were used. The reactants are c1(ccccc1)[Si]C, c1(cccnc1)[C@H](C(Nc1nnc(CCSCCc2sc(nn2)NC(=O)[C@H](c2cnccc2)C)s1)=O)C. The reagents and catalysts are c1ccc(cc1)-c2c3ccccc3cc4ccccc24 (9-Phenylanthracene), Zn(OAc)2. Solvent: C1CCOC1 (THF). Conditions: temperature 90 celsius, time 18 hour. Yields the product C[C@@H](CNc1nnc(CCSCCc2nnc(NC(=O)[C@@H](C)c3cccnc3)s2)s1)c4cccnc4. RXN SMILES: [CH3:1][C@@H:2]([c:31]1[cH:36][n:35][cH:34][cH:33][cH:32]1)[C:3]([NH:5][c:6]2[s:30][c:9]([CH2:10][CH2:11][S:12][CH2:13][CH2:14][c:15]3[s:29][c:18]([NH:19][C:20]([C@@H:21]([c:23]4[cH:28][n:27][cH:26][cH:25][cH:24]4)[CH3:22])=O)[n:17][n:16]3)[n:8][n:7]2)=[O:4].C[SiH2]c1ccccc1>>[CH3:22][C@H:21]([c:23]1[cH:28][n:27][cH:26][cH:25][cH:24]1)[CH2:20][NH:19][c:18]2[s:29][c:15]([CH2:14][CH2:13][S:12][CH2:11][CH2:10][c:9]3[s:30][c:6]([NH:5][C:3]([C@H:2]([c:31]4[cH:36][n:35][cH:34][cH:33][cH:32]4)[CH3:1])=[O:4])[n:7][n:8]3)[n:16][n:17]2. The reactants are C(=C)C1CCCCC1 (vinylcyclohexane), C1=CC(=CC(=C1)Cl)C(=O)OO (mCPBA), C1(=CC=CC=C1)S (thiophenol). The solvent is C(C)OCC (diethyl ether), ClCCl (dichloromethane). Run at temperature 80 celsius, time 3 hour. The product is C1(CCCCC1)C(CSC1=CC=CC=C1)O (1-cyclohexyl-2-(phenylsulfanyl)ethanol). RXN SMILES: [CH:1]([CH:3]1[CH2:8][CH2:7][CH2:6][CH2:5][CH2:4]1)=[CH2:2].C1C=C(Cl)C=C(C(OO)=[O:17])C=1.[C:20]1([SH:26])[CH:25]=[CH:24][CH:23]=[CH:22][CH:21]=1>ClCCl.C(OCC)C>[CH:3]1([CH:1]([OH:17])[CH2:2][S:26][C:20]2[CH:25]=[CH:24][CH:23]=[CH:22][CH:21]=2)[CH2:8][CH2:7][CH2:6][CH2:5][CH2:4]1. Procedure details: A room temperature solution of vinylcyclohexane (1.71 g, 15.5 mmol) in dichloromethane (20 mL) was treated with 70% mCPBA (4.90 g, 19.9 mmol), stirred for 3 hours, diluted with diethyl ether (100 mL), washed with saturated NaHCO3 and brine, dried (MgSO4), filtered, and concentrated. The concentrate was dissolved in 1,2-dichloroethane (20 mL), treated with thiophenol (1.8 g, 16.3 mmol), heated to 80° C., stirred for 5 hours, and concentrated. The concentrate was purified by flash column chromatog... Reactants: FC1=C(CC2=NC(=C3N2C=CC=C3)C(=O)NN)C=CC=C1 (3-(2-Fluorobenzyl)imidazo[1,5-a]pyridine-1-carbohydrazide), CO (methanol), N,N′-carbonyldiimidazole. Product: FC1=C(CC2=NC(=C3N2C=CC=C3)C3=NNC(O3)=O)C=CC=C1 (5-[3-(2-Fluorobenzyl)imidazo[1,5-a]pyridin-1-yl]-1,3,4-oxadiazol-2(3H)-one). RXN SMILES: [F:1][C:2]1[CH:21]=[CH:20][CH:19]=[CH:18][C:3]=1[CH2:4][C:5]1[N:9]2[CH:10]=[CH:11][CH:12]=[CH:13][C:8]2=[C:7]([C:14]([NH:16][NH2:17])=[O:15])[N:6]=1.[CH3:22][OH:23]>>[F:1][C:2]1[CH:21]=[CH:20][CH:19]=[CH:18][C:3]=1[CH2:4][C:5]1[N:9]2[CH:10]=[CH:11][CH:12]=[CH:13][C:8]2=[C:7]([C:14]2[O:15][C:22](=[O:23])[NH:17][N:16]=2)[N:6]=1. Procedure: 155 mg (0.55 mmol) of 3-(2-fluorobenzyl)imidazo[1,5-a]pyridine-1-carbohydrazide from example 16A are dissolved in 3 ml of methanol. 106 mg (0.65 mmol) of N,N′-carbonyldiimidazole are added, and the mixture is heated to reflux for 2 h. It is then purified directly by preparative HPLC to result in 98 mg (58% of theory) of the desired compound as a pale beige solid. Starting materials: CCOC(=O)C(=Cc1cccc(OCCc2ccc(OS(C)(=O)=O)cc2)c1)OCC, CC(=O)O, CCOC(C)=O. Product: CCOC(=O)C(Cc1cccc(OCCc2ccc(OS(C)(=O)=O)cc2)c1)OCC. Reaction SMILES: [CH2:1]([CH3:2])[O:3][C:4]([C:5](=[CH:6][c:7]1[cH:8][c:9]([O:13][CH2:14][CH2:15][c:16]2[cH:17][cH:18][c:19]([O:22][S:23](=[O:24])(=[O:25])[CH3:26])[cH:20][cH:21]2)[cH:10][cH:11][cH:12]1)[O:27][CH2:28][CH3:29])=[O:30].[CH3:31][C:32](=[O:33])[OH:34].[CH3:35][CH2:36][O:37][C:38](=[O:39])[CH3:40]>>[CH2:1]([CH3:2])[O:3][C:4]([CH:5]([CH2:6][c:7]1[cH:8][c:9]([O:13][CH2:14][CH2:15][c:16]2[cH:17][cH:18][c:19]([O:22][S:23](=[O:24])(=[O:25])[CH3:26])[cH:20][cH:21]2)[cH:10][cH:11][cH:12]1)[O:27][CH2:28][CH3:29])=[O:30]. Reactants: O (water), S(=O)(=O)(O)[O-].[K+] (potassium hydrogensulfate), methyllithium-ether, C(C)(C)(C)OC(=O)N1[C@@H](C[C@H](C1)O[Si](C)(C)C(C)(C)C)CC=O ((2S,4R)-N-tert-butoxycarbonyl-4-tert-butyldimethylsiloxy-2-(formylmethyl)pyrrolidine), O1CCCC1 (tetrahydrofuran), [Cl-].[NH4+] (ammonium chloride). Conditions: time 2 hour. The product is C(C)(C)(C)OC(=O)N1[C@@H](C[C@H](C1)O[Si](C)(C)C(C)(C)C)CC(C)O ((2R,4R)-N-tert-butoxycarbonyl-4-tert-butyldimethylsiloxy-2-(2-hydroxypropyl)pyrrolidine). The yield is 51.0%. RXN SMILES: [C:1]([O:5][C:6]([N:8]1[CH2:12][C@H:11]([O:13][Si:14]([C:17]([CH3:20])([CH3:19])[CH3:18])([CH3:16])[CH3:15])[CH2:10][C@H:9]1[CH2:21][CH:22]=[O:23])=[O:7])([CH3:4])([CH3:3])[CH3:2].[Cl-].[NH4+].O.S([O-])(O)(=O)=O.[K+].O1CCC[CH2:34]1>>[C:1]([O:5][C:6]([N:8]1[CH2:12][C@H:11]([O:13][Si:14]([C:17]([CH3:20])([CH3:19])[CH3:18])([CH3:16])[CH3:15])[CH2:10][C@H:9]1[CH2:21][CH:22]([OH:23])[CH3:34])=[O:7])([CH3:4])([CH3:3])[CH3:2] |f:1.2,4.5|. Procedure details: To a solution of 1.6M methyllithium-ether solution (5.5 ml, 8.8 mmol) in tetrahydrofuran (20 ml) was added (2S,4R)-N-tert-butoxycarbonyl-4-tert-butyldimethylsiloxy-2-(formylmethyl)pyrrolidine (1.67 g, 4.86 mmol) under a nitrogen atmosphere at -70° C., and the mixture was stirred for 2 h at the same temperature. To the mixture was added saturated aqueous ammonium chloride (3 ml) below -70° C., and then the mixture was warmed at room temperature. The reaction mixture was poured into a mixture of w... Starting materials: ice water, C(C)(=O)OCCC1=CC=CC=C1 (phenethyl acetate), C(CCCCCCCCCC)(=O)Cl (undecanoyl chloride), [Cl-].[Al+3].[Cl-].[Cl-] (Aluminum chloride), ClC(C)Cl (dichloroethane). Yields the product C(C)(=O)OCCC1=CC=C(C=C1)C(CCCCCCCCCCC)=O (2-(4-Dodecanoylphenyl)ethyl acetate). Reaction SMILES: [Cl-].[Al+3].[Cl-].[Cl-].[C:5]([O:8][CH2:9][CH2:10][C:11]1[CH:16]=[CH:15][CH:14]=[CH:13][CH:12]=1)(=[O:7])[CH3:6].[C:17](Cl)(=[O:28])[CH2:18][CH2:19][CH2:20][CH2:21][CH2:22][CH2:23][CH2:24][CH2:25][CH2:26][CH3:27].Cl[CH:31](Cl)C>>[C:5]([O:8][CH2:9][CH2:10][C:11]1[CH:16]=[CH:15][C:14]([C:17](=[O:28])[CH2:18][CH2:19][CH2:20][CH2:21][CH2:22][CH2:23][CH2:24][CH2:25][CH2:26][CH2:27][CH3:31])=[CH:13][CH:12]=1)(=[O:7])[CH3:6] |f:0.1.2.3|. Reported procedure: Aluminum chloride (48.2 g) was added to dichloroethane (400 ml) in a stream of nitrogen and the mixture was stirred at room temperature. Then, phenethyl acetate (39.6 g) and undecanoyl chloride (52.7 g) were dropwise added thereto under ice-cooling and the mixture was stirred at room temperature overnight. The reaction mixture was poured into ice water and extracted with diethyl ether. The ether layer was washed with saturated brine and dried over anhydrous magnesium sulfate. The solvent was dis... The reactants are C, Cc1cccc(OCC(COCc2ccccc2)NC(=O)OC(C)(C)C)c1, CCO, [Pd]. The product is Cc1cccc(OCC(CO)NC(=O)OC(C)(C)C)c1. As a reaction SMILES: [C:28].[CH2:1]([c:2]1[cH:3][cH:4][cH:5][cH:6][cH:7]1)[O:8][CH2:9][CH:10]([CH2:11][O:12][c:13]1[cH:14][c:15]([CH3:19])[cH:16][cH:17][cH:18]1)[NH:20][C:21]([O:22][C:23]([CH3:24])([CH3:25])[CH3:26])=[O:27].[CH3:30][CH2:31][OH:32].[Pd:29]>>[OH:8][CH2:9][CH:10]([CH2:11][O:12][c:13]1[cH:14][c:15]([CH3:19])[cH:16][cH:17][cH:18]1)[NH:20][C:21]([O:22][C:23]([CH3:24])([CH3:25])[CH3:26])=[O:27].